This data is from the Open Reaction Database (ORD), a public repository of structured organic reaction records. The task is: describe an organic reaction: reactants, conditions, products, and yield Reactants: CC(C)CC(O)c1ccc(C(O[SiH](C)C)C(C)(C)C)nc1, C1COCCO1. Yields the product CC(C)CC(=O)c1ccc(C(O[SiH](C)C)C(C)(C)C)nc1. Reaction SMILES: [C:1]([CH3:2])([CH3:3])([CH3:4])[CH:5]([c:6]1[n:7][cH:8][c:9]([CH:12]([CH2:13][CH:14]([CH3:15])[CH3:16])[OH:17])[cH:10][cH:11]1)[O:18][SiH:19]([CH3:20])[CH3:21].[CH2:22]1[O:23][CH2:24][CH2:25][O:26][CH2:27]1>>[C:1]([CH3:2])([CH3:3])([CH3:4])[CH:5]([c:6]1[n:7][cH:8][c:9]([C:12]([CH2:13][CH:14]([CH3:15])[CH3:16])=[O:17])[cH:10][cH:11]1)[O:18][SiH:19]([CH3:20])[CH3:21]. The reactants are O=C([O-])[O-], CN(C)C=O, O=c1[nH]ncc(Cl)c1Cl, ClC=C(Cl)CCl, [K+], [K+], O. Yields the product O=c1c(Cl)c(Cl)cnn1CC(Cl)=CCl. RXN SMILES: [C:10](=[O:11])([O-:12])[O-:13].[CH3:16][N:17]([CH3:18])[CH:19]=[O:20].[Cl:1][c:2]1[c:3](=[O:9])[nH:4][n:5][cH:6][c:7]1[Cl:8].[Cl:21][CH:22]=[C:23]([CH2:24][Cl:25])[Cl:26].[K+:14].[K+:15].[OH2:27]>>[Cl:1][c:2]1[c:3](=[O:9])[n:4]([CH2:24][C:23](=[CH:22][Cl:21])[Cl:26])[n:5][cH:6][c:7]1[Cl:8]. The solvent is O1CCCC1 (tetrahydrofuran), O (water). Starting materials: BrC1=C(N=NC(=C1)Cl)OCC(F)(F)F (4-bromo-6-chloro-3-(2,2,2-trifluoro-ethoxy)-pyridazine), ClC1=CC=C(C=C1)B(O)O (4-chlorophenylboronic acid), C([O-])([O-])=O.[K+].[K+] (potassium carbonate). RXN SMILES: Br[C:2]1[CH:7]=[C:6]([Cl:8])[N:5]=[N:4][C:3]=1[O:9][CH2:10][C:11]([F:14])([F:13])[F:12].[Cl:15][C:16]1[CH:21]=[CH:20][C:19](B(O)O)=[CH:18][CH:17]=1.C(=O)([O-])[O-].[K+].[K+]>O1CCCC1.O.[Pd].C1(P(C2C=CC=CC=2)C2C=CC=CC=2)C=CC=CC=1.C1(P(C2C=CC=CC=2)C2C=CC=CC=2)C=CC=CC=1.C1(P(C2C=CC=CC=2)C2C=CC=CC=2)C=CC=CC=1.C1(P(C2C=CC=CC=2)C2C=CC=CC=2)C=CC=CC=1>[Cl:8][C:6]1[N:5]=[N:4][C:3]([O:9][CH2:10][C:11]([F:14])([F:13])[F:12])=[C:2]([C:19]2[CH:20]=[CH:21][C:16]([Cl:15])=[CH:17][CH:18]=2)[CH:7]=1 |f:2.3.4,7.8.9.10.11|. Procedure: A mixture of 0.676 g 4-bromo-6-chloro-3-(2,2,2-trifluoro-ethoxy)-pyridazine, 363 mg 4-chlorophenylboronic acid, 641 mg potassium carbonate and 134 mg tetrakis(triphenylphosphine) palladium in 15 mL tetrahydrofuran and 15 mL water was heated to reflux for 18 h. The reaction mixture was partitioned between water and ethyl acetate. The phases were separated and the organic phase was purified by chromatography on silica gel using a gradient of heptane:ethyl acetate of 95:5 to 50:50 to yield 0.493 g ... Yields the product ClC1=CC(=C(N=N1)OCC(F)(F)F)C1=CC=C(C=C1)Cl (6-chloro-4-(4-chloro-phenyl)-3-(2,2,2-trifluoro-ethoxy)-pyridazine). The yield is 65.8%. The reagents and catalysts are [Pd].C1(=CC=CC=C1)P(C1=CC=CC=C1)C1=CC=CC=C1.C1(=CC=CC=C1)P(C1=CC=CC=C1)C1=CC=CC=C1.C1(=CC=CC=C1)P(C1=CC=CC=C1)C1=CC=CC=C1.C1(=CC=CC=C1)P(C1=CC=CC=C1)C1=CC=CC=C1 (tetrakis(triphenylphosphine) palladium).